Dataset: the Open Reaction Database (ORD), a public repository of structured organic reaction records. Task: describe an organic reaction: reactants, conditions, products, and yield Starting materials: ClC=1NC2=CC=CC=C2C1C(=O)O (2-Chloroindole-3-carboxylic acid), C(CCC)N1CCC(CC1)CNC(=O)C1=CNC2=CC=CC=C12 (N-[(1-n butyl-4-piperidyl)methyl] indole-3-carboxamide), acid chloride, C(CCC)N1CCC(CC1)CNC(=O)C1=CNC2=CC=CC=C12 (N-[(1-n butyl-4-piperidyl)methyl] indole-3-carboxamide). Product: C(CCC)N1CCC(CC1)CNC(=O)C1=C(NC2=CC=CC=C12)Cl (N-[(1-n butyl-4-piperidyl)methyl]2-chloroindole-3-carboxamide). RXN SMILES: [Cl:1][C:2]1[NH:3][C:4]2[C:9]([C:10]=1[C:11]([OH:13])=O)=[CH:8][CH:7]=[CH:6][CH:5]=2.[CH2:14]([N:18]1[CH2:23][CH2:22][CH:21]([CH2:24][NH:25]C(C2C3C(=CC=CC=3)NC=2)=O)[CH2:20][CH2:19]1)[CH2:15][CH2:16][CH3:17]>>[CH2:14]([N:18]1[CH2:23][CH2:22][CH:21]([CH2:24][NH:25][C:11]([C:10]2[C:9]3[C:4](=[CH:5][CH:6]=[CH:7][CH:8]=3)[NH:3][C:2]=2[Cl:1])=[O:13])[CH2:20][CH2:19]1)[CH2:15][CH2:16][CH3:17]. Procedure details: 2-Chloroindole-3-carboxylic acid (L. Marchetti and A Andreani, Ann. Chim. (Rome), 1973, 63, 681) was converted to its acid chloride and reacted with N-(1-n butyl-4-piperidyl)methylamine (D1) using the procedure of Description 1b to afford N-[(1-n butyl-4-piperidyl)methyl]2-chloroindole-3-carboxamide. Starting materials: OC1=C(C(=O)O)C=C(C=C1)S(=O)(=O)C (2-hydroxy-5-(methylsulfonyl)benzoic acid), Cl (HCl), CO (MeOH). The product is OC1=C(C(=O)OC)C=C(C=C1)S(=O)(=O)C (Methyl 2-hydroxy-5-(methylsulfonyl)benzoate). Yield: 71.0%. RXN SMILES: [OH:1][C:2]1[CH:10]=[CH:9][C:8]([S:11]([CH3:14])(=[O:13])=[O:12])=[CH:7][C:3]=1[C:4]([OH:6])=[O:5].Cl.[CH3:16]O>>[OH:1][C:2]1[CH:10]=[CH:9][C:8]([S:11]([CH3:14])(=[O:13])=[O:12])=[CH:7][C:3]=1[C:4]([O:6][CH3:16])=[O:5]. Reported procedure: A solution of 2-hydroxy-5-(methylsulfonyl)benzoic acid (5.80 g, 26.8 mmol, prepared using procedure in J. Chem. Soc., Perkin Trans 1 1978, 6, 633-638) in MeOH (150 ml) at 0° C. was saturated with HCl (g). The solution was warmed to r.t. and heated to reflux for 3 h. The solid which formed upon cooling was filtered and dried to afford the title compound (4.40 g, 19.1 mmol, 71%). Starting materials: C(C)(=O)Cl (Acetyl chloride), ClCCl (dichloromethane), ON=C(CN(C1=C(C=CC=C1C)C)S(=O)(=O)C)C (N-[2-hydroxyiminopropyl]-2',6'-dimethylmethanesulphonanilide). The solvent is C(C)N(CC)CC (triethylamine). Yields the product C(C)(=O)ON=C(CN(C1=C(C=CC=C1C)C)S(=O)(=O)C)C (N-[2-(acetyloxyimino)propyl]-2',6'-dimethylmethanesulphonanilide). As a reaction SMILES: [C:1](Cl)(=[O:3])[CH3:2].ClCCl.[OH:8][N:9]=[C:10]([CH3:25])[CH2:11][N:12]([S:21]([CH3:24])(=[O:23])=[O:22])[C:13]1[C:18]([CH3:19])=[CH:17][CH:16]=[CH:15][C:14]=1[CH3:20]>C(N(CC)CC)C>[C:1]([O:8][N:9]=[C:10]([CH3:25])[CH2:11][N:12]([S:21]([CH3:24])(=[O:23])=[O:22])[C:13]1[C:18]([CH3:19])=[CH:17][CH:16]=[CH:15][C:14]=1[CH3:20])(=[O:3])[CH3:2]. Reported procedure: Acetyl chloride (0.9 ml) was added to a dichloromethane (20 ml) solution of N-[2-hydroxyiminopropyl]-2',6'-dimethylmethanesulphonanilide (2.6 g) and triethylamine (1.6 ml). The mixture was stirred and boiled under reflux for 3 hours, then filtered, and the filtrate evaporated to a clear yellow oil. A solution of this oil in chloroform was percolated through a short column of silica gel, and the eluate evaporated to give analytically pure N-[2-(acetyloxyimino)propyl]-2',6'-dimethylmethanesulphona... Reactants: OC=1C=2N(C=CC1)C(=C(N2)C)C (8-hydroxy-2,3-dimethylimidazo[1,2-a]pyridine), CC1=C(CCl)C(=CC=C1)C (2,6-dimethylbenzylchloride), [I-].[Na+] (sodium iodide), C([O-])([O-])=O.[Na+].[Na+] (sodium carbonate). Solvent: CC(=O)C (acetone), C(Cl)Cl (methylene chloride). Yields the product CC=1N=C2N(C=CC=C2OCC2=C(C=CC=C2C)C)C1C (2,3-dimethyl-8-(2,6-dimethylbenzyloxy)imidazo[1,2-a]pyridine). Isolated yield 33.7%. As a reaction SMILES: [OH:1][C:2]1[C:3]2[N:4]([C:8]([CH3:12])=[C:9]([CH3:11])[N:10]=2)[CH:5]=[CH:6][CH:7]=1.[CH3:13][C:14]1[CH:21]=[CH:20][CH:19]=[C:18]([CH3:22])[C:15]=1[CH2:16]Cl.[I-].[Na+].C(=O)([O-])[O-].[Na+].[Na+]>C(Cl)Cl.CC(C)=O>[CH3:11][C:9]1[N:10]=[C:3]2[C:2]([O:1][CH2:16][C:15]3[C:18]([CH3:22])=[CH:19][CH:20]=[CH:21][C:14]=3[CH3:13])=[CH:7][CH:6]=[CH:5][N:4]2[C:8]=1[CH3:12] |f:2.3,4.5.6|. Reported procedure: A mixture of 8-hydroxy-2,3-dimethylimidazo[1,2-a]pyridine (1.2 g, 7.41 mmol), 2,6-dimethylbenzylchloride (1.145, 7.41 mmol), sodium iodide (0.3 g), sodium carbonate (2.0 g) and acetone (50 ml) was refluxed for 3 h. After the addition of methylene chloride the reaction mixture was filtered. The solvent was removed in vacuo. The residue was dissolved in CH2Cl2, washed with aqueous NaHCO3, dried over Na2SO4 and evaporated. The residue was chromatographed on silica, eluting with CH2Cl2—MeOH (100:5) ...